From a dataset of the Open Reaction Database (ORD), a public repository of structured organic reaction records. describe an organic reaction: reactants, conditions, products, and yield Starting materials: C(C1CO1)OC1=CC=C(C=C1)C(C)(C)C1=CC=C(C=C1)OCC1CO1 (bisphenol A diglycidyl ether), C(C=C)(=O)O (acrylic acid), C(=CCCCCCC)C1C(=O)OC(C1)=O (2-octen-1-ylsuccinic anhydride). Run at time 2 hour. Yields the product OC1=CC=C(C=C1)C(C)(C)C1=CC=C(C=C1)O (Bisphenol A). Reaction SMILES: C([O:5][C:6]1[CH:11]=[CH:10][C:9]([C:12]([C:15]2[CH:20]=[CH:19][C:18]([O:21]CC3OC3)=[CH:17][CH:16]=2)([CH3:14])[CH3:13])=[CH:8][CH:7]=1)C1OC1.C(O)(=O)C=C.C(C1CC(=O)OC1=O)=CCCCCCC>>[OH:5][C:6]1[CH:7]=[CH:8][C:9]([C:12]([C:15]2[CH:16]=[CH:17][C:18]([OH:21])=[CH:19][CH:20]=2)([CH3:14])[CH3:13])=[CH:10][CH:11]=1. Reported procedure: 10.54 g of bisphenol A diglycidyl ether was heated to 70 C. under stirring and then 4.46 g acrylic acid was added slowly under nitrogen atmosphere. After maintaining the reaction at 70 C. for 2 hours, 13.0 g of 2-octen-1-ylsuccinic anhydride was added and then the temperature was raised to 80 C. under mechanical stirring. The reactants are stirred at 80 C. for 2-3 hours to complete the reaction. Reactants: NC1=C(C(=O)O)C=C(C(=C1)[N+](=O)[O-])OC (2-amino-5-methoxy-4-nitrobenzoic acid), C(=O)N (formamide). Solvent: O (water). Run at temperature 0 celsius. The product is COC=1C=C2C(NC=NC2=CC1[N+](=O)[O-])=O (6-methoxy-7-nitro-3,4-dihydroquinazolin-4-one). Yield: 67.0%. Reaction SMILES: [NH2:1][C:2]1[CH:10]=[C:9]([N+:11]([O-:13])=[O:12])[C:8]([O:14][CH3:15])=[CH:7][C:3]=1[C:4]([OH:6])=O.[CH:16]([NH2:18])=O>O>[CH3:15][O:14][C:8]1[CH:7]=[C:3]2[C:2](=[CH:10][C:9]=1[N+:11]([O-:13])=[O:12])[N:1]=[CH:16][NH:18][C:4]2=[O:6]. Reported procedure: A solution of 2-amino-5-methoxy-4-nitrobenzoic acid (1 6.6 g, 78 mmol) in formamide (250 ml) was heated at reflux for 4.5 hours. The reaction mixture was cooled to 0° C., diluted with water and the resulting precipitate collected by filtration, washed with water and dried under vacuum to give 6-methoxy-7-nitro-3,4-dihydroquinazolin-4-one ( 11.56 g, 67%). Starting materials: [H-].[Na+] (sodium hydride), OC(C(=O)O)(C)C (hydroxyisobutyric acid), ClC1=NC=C(C=C1)C(F)(F)F.ClC1=NC=CC(=C1)C(F)(F)F (2-chloro-4-trifluoromethylpyridine 2-chloro-5-trifluoromethylpyridine). Product: CC(C(=O)O)(C)OC1=NC=C(C=C1)C(F)(F)F (2-Methyl-2-(5-trifluoromethyl-2-pyridyloxy)propionic Acid). As a reaction SMILES: [H-].[Na+].[OH:3][C:4]([CH3:9])([CH3:8])[C:5]([OH:7])=[O:6].Cl[C:11]1[CH:16]=[CH:15][C:14]([C:17]([F:20])([F:19])[F:18])=[CH:13][N:12]=1.ClC1C=C(C(F)(F)F)C=CN=1>>[CH3:8][C:4]([O:3][C:11]1[CH:16]=[CH:15][C:14]([C:17]([F:20])([F:19])[F:18])=[CH:13][N:12]=1)([CH3:9])[C:5]([OH:7])=[O:6] |f:0.1,3.4|. Procedure details: The title compound was prepared following the procedure described in Reference Example 91, Step A with 1.5 extra equivalent of sodium hydride substituting lithium lactate with hydroxyisobutyric acid and 2-chloro-4-trifluoromethylpyridine 2-chloro-5-trifluoromethylpyridine. 1H NMR (500 MHz, CD3OD): δ 8.38 (br, 1H), 7.94 (dd, 1H), 6.93 (d, 1H), 1.69 (s, 6H). Reactants: C1(O)=CC(O)=CC=C1 (Resorcinol), CC(C(=O)OCC)C(=O)C (ethyl 2-methylacetoacetate), S(O)(O)(=O)=O (sulfuric acid). The product is CC=1C(OC2=CC(=CC=C2C1C)O)=O (3,4-dimethyl-7-hydroxycoumarin). Isolated yield 82.1%. RXN SMILES: [C:1]1([CH:8]=[CH:7][CH:6]=[C:4]([OH:5])[CH:3]=1)[OH:2].[CH3:9][CH:10]([C:16]([CH3:18])=O)[C:11](OCC)=[O:12].S(=O)(=O)(O)O>>[CH3:9][C:10]1[C:11](=[O:12])[O:2][C:1]2[C:8]([C:16]=1[CH3:18])=[CH:7][CH:6]=[C:4]([OH:5])[CH:3]=2. Procedure: Resorcinol (5.5 g) and 7.2 g of ethyl 2-methylacetoacetate were stirred at 10° C. for 3 hours in the presence of a catalytic amount concentrated sulfuric acid to give 7.8 g (yield 83%) of 3,4-dimethyl-7-hydroxycoumarin. The product was hydrogenated and dehydrated as in Referential Example 16 to give 5.7 g (78%) of the desired product as a pale brown liquid.